Dataset: the Open Reaction Database (ORD), a public repository of structured organic reaction records. Task: describe an organic reaction: reactants, conditions, products, and yield The reactants are [O-]CC.[Na+] (sodium ethoxide), N1=C(C=CC=C1)CC(=O)OCC (ethyl pyrid-2-ylacetate), C(C)(=O)O (acetic acid), C(C)OC=C(C(=O)OCC)C(=O)OCC (diethyl ethoxymethylenemalonate). Solvent: C(C)O (ethanol). Reaction conditions: time 1 hour. Yields the product C(C)OC(=O)C=1C=C(C(N2C=CC=CC12)=O)C(=O)OCC (1,3-diethoxycarbonyl-4H-quinolizin-4-one). Reaction SMILES: [O-]CC.[Na+].[N:5]1[CH:10]=[CH:9][CH:8]=[CH:7][C:6]=1[CH2:11][C:12]([O:14][CH2:15][CH3:16])=[O:13].C([O:19][CH:20]=[C:21]([C:27](OCC)=O)[C:22]([O:24][CH2:25][CH3:26])=[O:23])C.C(O)(=O)C>C(O)C>[CH2:15]([O:14][C:12]([C:11]1[CH:27]=[C:21]([C:22]([O:24][CH2:25][CH3:26])=[O:23])[C:20](=[O:19])[N:5]2[C:6]=1[CH:7]=[CH:8][CH:9]=[CH:10]2)=[O:13])[CH3:16] |f:0.1|. Reported procedure: To a solution of sodium ethoxide (sodium, 151 mg) in ethanol (20 ml) was added ethyl pyrid-2-ylacetate (1 ml) at room temperature and the mixture was stirred for 1 hour at the same temperature. To the mixture was added diethyl ethoxymethylenemalonate (1.33 ml) at room temperature and the mixture was stirred at room temperature overnight. To the mixture was added acetic acid (0.75 ml) at room temperature and the precipitate was filtered and washed with water to give 1,3-diethoxycarbonyl-4H-quinol...